The task is: describe an organic reaction: reactants, conditions, products, and yield. This data is from the Open Reaction Database (ORD), a public repository of structured organic reaction records. The product is [O-]S(=O)(=O)[O-].[Cu+2].O (CuSO4.H2O), S(O)(O)(=O)=O (sulfuric acid). Reported procedure: The electrolessly copper-plated test pieces were immersed in 10% sulfuric acid for 30 seconds, immersed in an electric copper plating bath containing in 1 liter thereof 75 g of CuSO4.H2O, 180 g of sulfuric acid, 0.125 ml of 35% hydrochloric acid and 5 ml of Cu-Brite TH, a brightener produced by EBARA-UDYLITE, copper electroplated at a current density of 3A/dm2 for about 1 hour to a thick thickness of copper of about 35 micrometers, and then water washed with deionized water for 1 minute. Reaction SMILES: [Cu:1].Cl.[S:3](=[O:7])(=[O:6])([OH:5])[OH:4]>>[O-:6][S:3]([O-:7])(=[O:5])=[O:4].[Cu+2:1].[OH2:4].[S:3](=[O:5])(=[O:4])([OH:7])[OH:6] |f:3.4.5|. Starting materials: S(O)(O)(=O)=O (sulfuric acid), [Cu] (copper), Cl (hydrochloric acid), Cu, [Cu] (copper). Reagents/catalysts: [C].[Pd] (palladium-carbon). Isolated yield 93.5%. Reactants: C(C)(C)(C)OC(CN(C1CC2=CC=CC=C2C1)C([C@@H](N[C@@H](CCCCC1CCN(CC1)C(=O)OCC1=CC=CC=C1)C(=O)OCC)C)=O)=O (N-[N-[(S)-5-(1-benzyloxycarbonyl-4-piperidyl)-1-ethoxycarbonylpentyl]-L-alanyl]-N-(indan-2-yl)glycine tert-butyl ester). Solvent: CO (methanol). Conditions: time 4 hour. Yields the product C(C)(C)(C)OC(CN(C1CC2=CC=CC=C2C1)C([C@@H](N[C@@H](CCCCC1CCNCC1)C(=O)OCC)C)=O)=O (N-[N-[(S)-5-(4-piperidyl)-1-ethoxycarbonylpentyl]-L-alanyl]-N-(indan-2-yl)glycine tert-butyl ester). Reported procedure: In 20 ml of methanol is dissolved 0.4 g of N-[N-[(S)-5-(1-benzyloxycarbonyl-4-piperidyl)-1-ethoxycarbonylpentyl]-L-alanyl]-N-(indan-2-yl)glycine tert-butyl ester, and a catalytic reduction is carried out at ambient temperature and under atmospheric pressure using 10% palladium-carbon (50% wet, 0.4 g) as a catalyst. After stirring at room temperature for 4 hours, the catalyst is removed by filtration, and the filtrate is concentrated under reduced pressure to give 0.3 g of N-[N-[(S)-5-(4-piperidy... As a reaction SMILES: [C:1]([O:5][C:6](=[O:49])[CH2:7][N:8]([C:18](=[O:48])[C@H:19]([CH3:47])[NH:20][C@H:21]([C:42]([O:44][CH2:45][CH3:46])=[O:43])[CH2:22][CH2:23][CH2:24][CH2:25][CH:26]1[CH2:31][CH2:30][N:29](C(OCC2C=CC=CC=2)=O)[CH2:28][CH2:27]1)[CH:9]1[CH2:17][C:16]2[C:11](=[CH:12][CH:13]=[CH:14][CH:15]=2)[CH2:10]1)([CH3:4])([CH3:3])[CH3:2]>CO.[C].[Pd]>[C:1]([O:5][C:6](=[O:49])[CH2:7][N:8]([C:18](=[O:48])[C@H:19]([CH3:47])[NH:20][C@H:21]([C:42]([O:44][CH2:45][CH3:46])=[O:43])[CH2:22][CH2:23][CH2:24][CH2:25][CH:26]1[CH2:27][CH2:28][NH:29][CH2:30][CH2:31]1)[CH:9]1[CH2:10][C:11]2[C:16](=[CH:15][CH:14]=[CH:13][CH:12]=2)[CH2:17]1)([CH3:3])([CH3:2])[CH3:4] |f:2.3|. RXN SMILES: [C:1]([O:5][C:6]([NH:8][CH2:9][CH2:10][O:11][C:12]1[N:17]=[C:16]([C:18]([OH:20])=O)[CH:15]=[C:14]([N:21]2[CH2:26][CH2:25][CH:24]([NH:27][C:28]([C:30]3[NH:31][C:32]([CH3:37])=[C:33]([Cl:36])[C:34]=3[Cl:35])=[O:29])[CH2:23][CH2:22]2)[N:13]=1)=[O:7])([CH3:4])([CH3:3])[CH3:2].Cl.[O:39]([NH2:41])[CH3:40]>>[Cl:35][C:34]1[C:33]([Cl:36])=[C:32]([CH3:37])[NH:31][C:30]=1[C:28]([NH:27][CH:24]1[CH2:23][CH2:22][N:21]([C:14]2[CH:15]=[C:16]([C:18]([NH:41][O:39][CH3:40])=[O:20])[N:17]=[C:12]([O:11][CH2:10][CH2:9][NH:8][C:6](=[O:7])[O:5][C:1]([CH3:3])([CH3:4])[CH3:2])[N:13]=2)[CH2:26][CH2:25]1)=[O:29] |f:1.2|. The product is ClC1=C(NC(=C1Cl)C)C(=O)NC1CCN(CC1)C1=NC(=NC(=C1)C(=O)NOC)OCCNC(OC(C)(C)C)=O (tert-Butyl 2-({4-(4-{[(3,4-dichloro-5-methyl-1H-pyrrol-2-yl)carbonyl]amino}piperidin-1-yl)-6-[(methoxyamino)carbonyl]pyrimidin-2-yl}oxy)ethylcarbamate). Procedure details: The title compound was synthesized by an analogous method to Example 8 starting from 2-{2-[(tert-butoxycarbonyl)amino]ethoxy}-6-(4-{[(3,4-dichloro-5-methyl-1H-pyrrol-2-yl)carbonyl]amino}piperidin-1-yl)pyrimidine-4-carboxylic acid (Example 154) and methoxylamine hydrochloride. Starting materials: C(C)(C)(C)OC(=O)NCCOC1=NC(=CC(=N1)C(=O)O)N1CCC(CC1)NC(=O)C=1NC(=C(C1Cl)Cl)C (2-{2-[(tert-Butoxycarbonyl)amino]ethoxy}-6-(4-{[(3,4-dichloro-5-methyl-1H-pyrrol-2-yl)carbonyl]amino}piperidin-1-yl)pyrimidine-4-carboxylic acid), Cl.O(C)N (methoxylamine hydrochloride).